Task: describe an organic reaction: reactants, conditions, products, and yield. Dataset: the Open Reaction Database (ORD), a public repository of structured organic reaction records The reactants are CS(=O)c1csc(-n2c(=O)n(C(C(=O)[O-])C(C)(C)C)c3ccccc32)n1, ClCCl. Yields the product CS(=O)c1csc(-n2c(=O)n(CC(=O)O)c3ccccc32)n1. Reaction SMILES: [C:1]([CH3:2])([CH3:3])([CH3:4])[CH:5]([C:6](=[O:7])[O-:8])[n:9]1[c:10](=[O:26])[n:11](-[c:18]2[s:19][cH:20][c:21]([S:23](=[O:24])[CH3:25])[n:22]2)[c:12]2[c:13]1[cH:14][cH:15][cH:16][cH:17]2.[Cl:27][CH2:28][Cl:29]>>[CH2:5]([C:6](=[O:7])[OH:8])[n:9]1[c:10](=[O:26])[n:11](-[c:18]2[s:19][cH:20][c:21]([S:23](=[O:24])[CH3:25])[n:22]2)[c:12]2[c:13]1[cH:14][cH:15][cH:16][cH:17]2. Reactants: ClNC(CC1=CC=CC=C1)=N (N-Chloro-2-phenyl-acetamidine), [S-]C#N.[K+] (potassium thiocyanate). Isolated yield 52.9%. Yields the product C(C1=CC=CC=C1)C1=NSC(=N1)N (3-benzyl-[1,2,4]thiadiazol-5-ylamine). Run at temperature 0 celsius, time 1 hour. Reaction SMILES: Cl[NH:2][C:3](=[NH:11])[CH2:4][C:5]1[CH:10]=[CH:9][CH:8]=[CH:7][CH:6]=1.[S-:12][C:13]#[N:14].[K+]>CO.C(OCC)(=O)C>[CH2:4]([C:3]1[N:11]=[C:13]([NH2:14])[S:12][N:2]=1)[C:5]1[CH:10]=[CH:9][CH:8]=[CH:7][CH:6]=1 |f:1.2|. Procedure: N-Chloro-2-phenyl-acetamidine (154 mg, 0.92 mmol) was dissolved in methanol (4.6 mL) and cooled to 0° C. then potassium thiocyanate (89 mg, 0.92 mmol) was added and it was stirred for 1 h. The mixture was diluted with ethyl acetate (50 mL), stirred for 5 min and filtered. The filtrate was evaporated in vacuo and the residue was purified by flash column chromatography (Merck silica gel 60, 40-63 μm; 50% ethyl acetate/hexanes) to afford 3-benzyl-[1,2,4]thiadiazol-5-ylamine (93 mg, 53%) as an off-w... The solvent is CO (methanol), C(C)(=O)OCC (ethyl acetate). Reactants: COC1=CC=C(C(=O)C=2OC3=C(C2C)C(=C(C=C3)O)CC=C)C=C1 (2-(p-methoxybenzoyl)-3-methyl-4-allyl-5-hydroxybenzofuran). The reagents and catalysts are [Pd] (palladium on charcoal). Run in C(C)O (ethanol). The product is COC1=CC=C(CC=2OC3=C(C2C)C(=C(C=C3)O)CCC)C=C1 (2-(p-methoxybenzyl)-3-methyl-4-propyl-5-hydroxybenzofuran). The yield is 38.1%. As a reaction SMILES: [CH3:1][O:2][C:3]1[CH:24]=[CH:23][C:6]([C:7]([C:9]2[O:10][C:11]3[CH:18]=[CH:17][C:16]([OH:19])=[C:15]([CH2:20][CH:21]=[CH2:22])[C:12]=3[C:13]=2[CH3:14])=O)=[CH:5][CH:4]=1>C(O)C.[Pd]>[CH3:1][O:2][C:3]1[CH:4]=[CH:5][C:6]([CH2:7][C:9]2[O:10][C:11]3[CH:18]=[CH:17][C:16]([OH:19])=[C:15]([CH2:20][CH2:21][CH3:22])[C:12]=3[C:13]=2[CH3:14])=[CH:23][CH:24]=1. Procedure details: A solution of 2-(p-methoxybenzoyl)-3-methyl-4-allyl-5-hydroxybenzofuran (3 gm, 9.3 mmoles) in ethanol (150 mL) was hydrogenated in a Parr hydrogenator in the presence of 10% palladium on charcoal at 40 psi for a period of 3 hours. The catalyst was filtered off, washed with some ethanol, and the filtrate was concentrated in vacuo. The residue was recrystallized from hexane to yield (1.1 gm, 38%) of 2-(p-methoxybenzyl)-3-methyl-4-propyl-5-hydroxybenzofuran, mp. 91°-93° C. Reactants: O1C=CC2=C1CCCC2=O (6,7-dihydro-1-benzofuran-4(5H)-one), C(C)O (ethanol). Reagents/catalysts: [Pd] (palladium on activated carbon). Run in C1CCCC2CCCCC12 (decalin), C=CCCCCCCCCCC (dodecene). Run at temperature 80 celsius. The product is O1C=CC=2C1=CC=CC2O (1-Benzofuran-4-ol). RXN SMILES: [O:1]1[C:5]2[CH2:6][CH2:7][CH2:8][C:9](=[O:10])[C:4]=2[CH:3]=[CH:2]1.C(O)C>[Pd].C1C2C(CCCC2)CCC1.C=CCCCCCCCCCC>[O:1]1[C:5]2=[CH:6][CH:7]=[CH:8][C:9]([OH:10])=[C:4]2[CH:3]=[CH:2]1. Procedure details: 3.76 g (27.6 mmol) of 6,7-dihydro-1-benzofuran-4(5H)-one (prepared according to Tetrahedron Lett. 1994, 35, 6231) and 10% of palladium on activated carbon in 34 ml of decalin and 6 ml of dodecene are heated in a metal bath at 200° C. overnight. The mixture is cooled to 80° C., ethanol is added and the mixture is filtered off through CELITE (diatomaceous earth). The CELITE (diatomaceous earth) is washed twice with ethanol and the filtrate is concentrated. The residue, which still contains decalin... The reactants are [Al+3], ClCCl, CC1(C)CCC(C)(C)c2ccccc21, [Cl-], [Cl-], [Cl-], O=C(Cl)CCl. Product: CC1(C)CCC(C)(C)c2cc(C(=O)CCl)ccc21. RXN SMILES: [Al+3:16].[CH2:24]([Cl:25])[Cl:26].[CH3:1][C:2]1([CH3:14])[CH2:3][CH2:4][C:5]([CH3:12])([CH3:13])[c:6]2[cH:7][cH:8][cH:9][cH:10][c:11]21.[Cl-:15].[Cl-:17].[Cl-:18].[Cl:19][CH2:20][C:21](=[O:22])[Cl:23]>>[CH3:1][C:2]1([CH3:14])[CH2:3][CH2:4][C:5]([CH3:12])([CH3:13])[c:6]2[cH:7][cH:8][c:9]([C:21]([CH2:20][Cl:19])=[O:22])[cH:10][c:11]21. Starting materials: O=C([O-])[O-], COc1cccc2c(=O)n3nc(C(=O)O)cc3[nH]c12, CI, [K+], [K+], CN(C)C=O, O. Product: COc1cccc2c(=O)n3nc(C(=O)O)cc3n(C)c12. As a reaction SMILES: [C:21](=[O:22])([O-:23])[O-:24].[CH3:1][O:2][c:3]1[cH:4][cH:5][cH:6][c:7]2[c:8](=[O:19])[n:9]3[c:10]([nH:11][c:12]12)[cH:13][c:14]([C:16](=[O:17])[OH:18])[n:15]3.[CH3:27][I:28].[K+:25].[K+:26].[O:29]=[CH:30][N:31]([CH3:32])[CH3:33].[OH2:20]>>[CH3:1][O:2][c:3]1[cH:4][cH:5][cH:6][c:7]2[c:8](=[O:19])[n:9]3[c:10]([n:11]([CH3:21])[c:12]12)[cH:13][c:14]([C:16](=[O:17])[OH:18])[n:15]3.